describe an organic reaction: reactants, conditions, products, and yield From a dataset of the Open Reaction Database (ORD), a public repository of structured organic reaction records. Reactants: [Br-].FC1=CC=C(C[P+](C2=CC=CC=C2)(C2=CC=CC=C2)C2=CC=CC=C2)C=C1 ((4-fluorobenzyl)triphenylphosphonium bromide), O (water), CC(C)([O-])C.[K+] (potassium t-butoxide), FC1=C(C=O)C=CC(=C1)C1=CC2=CC=CC=C2C=C1 (2-fluoro-4-naphthalene-2-yl-benzaldehyde). The solvent is C1CCOC1 (THF), C1CCOC1 (THF). Run at temperature -30 celsius. Yields the product FC=1C=C(C=CC1C=CC1=CC=C(C=C1)F)C1=CC2=CC=CC=C2C=C1 (2-{3-fluoro-4-[2-(4-fluorophenyl)vinyl]phenyl}naphthalene). Yield: 83.8%. RXN SMILES: [Br-].[F:2][C:3]1[CH:28]=[CH:27][C:6]([CH2:7][P+](C2C=CC=CC=2)(C2C=CC=CC=2)C2C=CC=CC=2)=[CH:5][CH:4]=1.CC(C)([O-])C.[K+].[F:35][C:36]1[CH:43]=[C:42]([C:44]2[CH:53]=[CH:52][C:51]3[C:46](=[CH:47][CH:48]=[CH:49][CH:50]=3)[CH:45]=2)[CH:41]=[CH:40][C:37]=1[CH:38]=O.O>C1COCC1>[F:35][C:36]1[CH:43]=[C:42]([C:44]2[CH:53]=[CH:52][C:51]3[C:46](=[CH:47][CH:48]=[CH:49][CH:50]=3)[CH:45]=2)[CH:41]=[CH:40][C:37]=1[CH:38]=[CH:7][C:6]1[CH:5]=[CH:4][C:3]([F:2])=[CH:28][CH:27]=1 |f:0.1,2.3|. Procedure details: In the step, 6.30 g (15.48 mmol) of (4-fluorobenzyl)triphenylphosphonium bromide was suspended in 50 ml of THF, and the suspension was cooled to −30° C. and added with 1.74 g (=15.48 mmols) of potassium t-butoxide under stirring. After the addition was finished, the reaction solution was stirred at the same temperature for 1 hour, a 25 ml THF solution of 3.00 g (11.99 mmol) of 2-fluoro-4-naphthalene-2-yl-benzaldehyde was dropped into the same, and then the mixture was slowly heated to room tempe...